This data is from the Open Reaction Database (ORD), a public repository of structured organic reaction records. The task is: describe an organic reaction: reactants, conditions, products, and yield Run at temperature 110 celsius. RXN SMILES: Cl[C:2]1[N:7]=[CH:6][C:5]([C:8]23[CH2:16][N:12]([CH2:13][CH2:14][CH2:15]2)[CH2:11][CH2:10][CH2:9]3)=[CH:4][CH:3]=1.[CH3:17][O:18][C:19]1[CH:20]=[C:21](B(O)O)[CH:22]=[CH:23][C:24]=1[O:25][CH3:26].C(=O)([O-])[O-].[K+].[K+].C(=O)([O-])[O-].[Na+].[Na+]>COCCOC.O.Cl[Pd](Cl)([P](C1C=CC=CC=1)(C1C=CC=CC=1)C1C=CC=CC=1)[P](C1C=CC=CC=1)(C1C=CC=CC=1)C1C=CC=CC=1>[CH3:17][O:18][C:19]1[CH:20]=[C:21]([C:2]2[N:7]=[CH:6][C:5]([C:8]34[CH2:16][N:12]([CH2:13][CH2:14][CH2:15]3)[CH2:11][CH2:10][CH2:9]4)=[CH:4][CH:3]=2)[CH:22]=[CH:23][C:24]=1[O:25][CH3:26] |f:2.3.4,5.6.7,8.9,^1:51,70|. Reported procedure: 0.055 g (0.23 mmol) of 5-(6-chloropyridin-3-yl)-1-azabicyclo[3.3.1]nonane obtained in Example 2, in solution in 12 ml of a 1,2-dimethoxyethane/water 8/4 mixture, is introduced into a 100 ml round-bottomed flask. 0.106 g (0.58 mmol) of 3,4-dimethoxyphenylboronic acid, 0.08 g (0.58 mmol) of potassium carbonate and 0.024 g (0.03 mmol) of dichlorobis(triphenylphosphine)palladium(II) are then successively introduced under an argon atmosphere. The mixture is heated at 110° C. for 2 hours, cooled to am... Yields the product COC=1C=C(C=CC1OC)C1=CC=C(C=N1)C12CCCN(CCC1)C2 (5-[6-(3,4-dimethoxyphenyl)pyridin-3-yl]-1-azabicyclo[3.3.1]nonane). The reactants are C([O-])([O-])=O.[Na+].[Na+] (sodium carbonate), ClC1=CC=C(C=N1)C12CCCN(CCC1)C2 (5-(6-chloropyridin-3-yl)-1-azabicyclo[3.3.1]nonane), COC=1C=C(C=CC1OC)B(O)O (3,4-dimethoxyphenylboronic acid), C([O-])([O-])=O.[K+].[K+] (potassium carbonate). Run in COCCOC.O (1,2-dimethoxyethane water). The reagents and catalysts are Cl[Pd]([P](C1=CC=CC=C1)(C2=CC=CC=C2)C3=CC=CC=C3)([P](C4=CC=CC=C4)(C5=CC=CC=C5)C6=CC=CC=C6)Cl (dichlorobis(triphenylphosphine)palladium(II)). Starting materials: CO, CC(C)(C)O, CCOC(C)=O, Cc1ccnc2[nH]c(-c3ccc(C(F)(F)F)cc3)nc12, Cl, [K+], O=[Mn](=O)(=O)[O-], O. Product: O=C(O)c1ccnc2[nH]c(-c3ccc(C(F)(F)F)cc3)nc12. As a reaction SMILES: [CH3:28][OH:29].[CH3:31][C:32]([OH:33])([CH3:34])[CH3:35].[CH3:36][CH2:37][O:38][C:39](=[O:40])[CH3:41].[CH3:7][c:8]1[c:9]2[c:10]([n:11][cH:12][cH:13]1)[nH:14][c:15](-[c:17]1[cH:18][cH:19][c:20]([C:23]([F:24])([F:25])[F:26])[cH:21][cH:22]1)[n:16]2.[ClH:27].[K+:6].[Mn:1](=[O:2])([O-:3])(=[O:4])=[O:5].[OH2:30]>>[OH:2][C:28]([c:8]1[c:9]2[c:10]([n:11][cH:12][cH:13]1)[nH:14][c:15](-[c:17]1[cH:18][cH:19][c:20]([C:23]([F:24])([F:25])[F:26])[cH:21][cH:22]1)[n:16]2)=[O:29].